Dataset: the Open Reaction Database (ORD), a public repository of structured organic reaction records. Task: describe an organic reaction: reactants, conditions, products, and yield Starting materials: CON(C(C1=C(C=C(C=C1)C(F)(F)F)CCC)=O)C (N-methoxy-N-methyl-2-propyl-4-trifluoromethyl-benzamide), [H-].[H-].[H-].[H-].[Li+].[Al+3] (LiAlH4), CCOCC (Et2O), C(=O)([O-])C(O)C(O)C(=O)[O-].[K+].[Na+] (sodium potassium tartrate). Solvent: C1CCOC1 (THF). Conditions: temperature -20 celsius, time 30 minute. The product is C(CC)C1=C(C=O)C=CC(=C1)C(F)(F)F (2-propyl-4-trifluoromethyl-benzaldehyde). RXN SMILES: CON(C)[C:4](=[O:18])[C:5]1[CH:10]=[CH:9][C:8]([C:11]([F:14])([F:13])[F:12])=[CH:7][C:6]=1[CH2:15][CH2:16][CH3:17].[H-].[H-].[H-].[H-].[Li+].[Al+3].C(C(C(C([O-])=O)O)O)([O-])=O.[K+].[Na+].CCOCC>C1COCC1>[CH2:15]([C:6]1[CH:7]=[C:8]([C:11]([F:12])([F:13])[F:14])[CH:9]=[CH:10][C:5]=1[CH:4]=[O:18])[CH2:16][CH3:17] |f:1.2.3.4.5.6,7.8.9|. Procedure: To a solution of N-methoxy-N-methyl-2-propyl-4-trifluoromethyl-benzamide (230 mg, 0.84 mmol) in THF (15 mL) was added dropwise 1.0M LiAlH4 (0.42 mL, 0.42 mmol) at −78° C. The mixture was warmed up to −20° C. and stirred for 30 mins. An aqueous solution of sodium potassium tartrate (10% w/v) was added to the reaction mixture and the resulting mixture was vigorously stirred for 30 mins, to which was added Et2O. After separation of two phases, the aqueous layer was extracted three times with ether ... The reactants are Br, CC1(C)C(C(=O)O)C1(C)C, CCOC(=O)Cc1csc(=N)n1CCOC. Yields the product CCOC(=O)Cc1csc(=NC(=O)C2C(C)(C)C2(C)C)n1CCOC. Reaction SMILES: [BrH:1].[CH3:18][C:19]1([CH3:27])[CH:20]([C:24](=[O:25])[OH:26])[C:21]1([CH3:22])[CH3:23].[NH:2]=[c:3]1[s:4][cH:5][c:6]([CH2:12][C:13](=[O:14])[O:15][CH2:16][CH3:17])[n:7]1[CH2:8][CH2:9][O:10][CH3:11]>>[N:2](=[c:3]1[s:4][cH:5][c:6]([CH2:12][C:13](=[O:14])[O:15][CH2:16][CH3:17])[n:7]1[CH2:8][CH2:9][O:10][CH3:11])[C:24]([CH:20]1[C:19]([CH3:18])([CH3:27])[C:21]1([CH3:22])[CH3:23])=[O:25].